From a dataset of the Open Reaction Database (ORD), a public repository of structured organic reaction records. describe an organic reaction: reactants, conditions, products, and yield Reactants: C1(=CC=CC=C1)C1=CC=C(C(CBr)=O)C=C1 (4-phenylphenacyl bromide), C(CCC)(=O)O (butyric acid). The product is C(CCC)(=O)OCC(=O)C1=CC=C(C=C1)C1=CC=CC=C1 (4-phenylphenacyl butyrate). Reaction SMILES: [C:1]1([C:7]2[CH:16]=[CH:15][C:10]([C:11](=[O:14])[CH2:12]Br)=[CH:9][CH:8]=2)[CH:6]=[CH:5][CH:4]=[CH:3][CH:2]=1.[C:17]([OH:22])(=[O:21])[CH2:18][CH2:19][CH3:20]>>[C:17]([O:22][CH2:12][C:11]([C:10]1[CH:15]=[CH:16][C:7]([C:1]2[CH:6]=[CH:5][CH:4]=[CH:3][CH:2]=2)=[CH:8][CH:9]=1)=[O:14])(=[O:21])[CH2:18][CH2:19][CH3:20]. Procedure: Following the procedure of Example 1, 5 grams of 4-phenylphenacyl bromide are reacted with 5 grams of butyric acid to obtain 4-phenylphenacyl butyrate, m.p. 82° C. The solvent is CC(=O)O.O (AcOH H2O). Reagents/catalysts: [Zn] (zinc). Reactants: FC1=CC=C(C=2C1=NSN2)S(=O)(=O)NC2=CC=C(C(=O)OCC)C=C2 (Ethyl 4-(7-fluorobenzo[c][1,2,5]thiadiazole-4-sulfonamido)benzoate). Reported procedure: To a solution of the compound 39D (382 mg, 1.0 mmol) in AcOH/H2O (8 mL/3 mL) at 70° C. was added zinc powder (975 mg, 15 mmol) and the resulting suspension was stirred at 70° C. for 1 h. The solid was filtered off and washed with EtOAc. The filtrate was partitioned between satd. NaHCO3 and EtOAc. The organic layer was separated and washed with water and brine, dried over anhydrous Na2SO4 and concentrated to give crude product 39E, which was confirmed by LCMS, and used in the next reaction withou... Yields the product NC1=C(C=CC(=C1N)F)S(=O)(=O)NC1=CC=C(C(=O)OCC)C=C1 (ethyl 4-(2,3-diamino-4-fluorophenylsulfonamido)benzoate). RXN SMILES: [F:1][C:2]1[C:7]2=[N:8]S[N:10]=[C:6]2[C:5]([S:11]([NH:14][C:15]2[CH:25]=[CH:24][C:18]([C:19]([O:21][CH2:22][CH3:23])=[O:20])=[CH:17][CH:16]=2)(=[O:13])=[O:12])=[CH:4][CH:3]=1>CC(O)=O.O.[Zn]>[NH2:10][C:6]1[C:7]([NH2:8])=[C:2]([F:1])[CH:3]=[CH:4][C:5]=1[S:11]([NH:14][C:15]1[CH:25]=[CH:24][C:18]([C:19]([O:21][CH2:22][CH3:23])=[O:20])=[CH:17][CH:16]=1)(=[O:12])=[O:13] |f:1.2|. Run at temperature 70 celsius, time 1 hour. Starting materials: CC(C)(C)[Si](C)(C)OCCc1cccc(CN2CCC3(CC2)CN(C(=O)C(F)(F)F)CCO3)c1F, CO, N. The product is CC(C)(C)[Si](C)(C)OCCc1cccc(CN2CCC3(CC2)CNCCO3)c1F. As a reaction SMILES: [C:2]([CH3:3])([CH3:4])([CH3:5])[Si:6]([O:7][CH2:8][CH2:9][c:10]1[c:11]([F:34])[c:12]([CH2:13][N:14]2[CH2:15][CH2:16][C:17]3([CH2:18][N:19]([C:23](=[O:24])[C:25]([F:26])([F:27])[F:28])[CH2:20][CH2:21][O:22]3)[CH2:29][CH2:30]2)[cH:31][cH:32][cH:33]1)([CH3:35])[CH3:36].[CH3:37][OH:38].[NH3:1]>>[C:2]([CH3:3])([CH3:4])([CH3:5])[Si:6]([O:7][CH2:8][CH2:9][c:10]1[c:11]([F:34])[c:12]([CH2:13][N:14]2[CH2:15][CH2:16][C:17]3([CH2:18][NH:19][CH2:20][CH2:21][O:22]3)[CH2:29][CH2:30]2)[cH:31][cH:32][cH:33]1)([CH3:35])[CH3:36]. The reactants are FC=1C=C(C=O)C=CC1F (3,4-difluorobenzaldehyde), Cl.O(C)N (methoxylamine hydrochloride), compound 3-A. The product is CON=CC1=CC(=C(C=C1)F)F (3,4-Difluorobenzaldehyde O-methyloxime). Yield: 100.0%. As a reaction SMILES: [F:1][C:2]1[CH:3]=[C:4]([CH:7]=[CH:8][C:9]=1[F:10])[CH:5]=O.Cl.[O:12]([NH2:14])[CH3:13]>>[CH3:13][O:12][N:14]=[CH:5][C:4]1[CH:7]=[CH:8][C:9]([F:10])=[C:2]([F:1])[CH:3]=1 |f:1.2|. Procedure: Reaction of 3,4-difluorobenzaldehyde with methoxylamine hydrochloride as described in the preparation of compound 3-A gave the title oxime ether as a clear oil (100% yield). 1HNMR indicated a 85:15 mixture of E- and Z-isomers. 1HNMR 400 MHz (CDCl3) δ (ppm): (E-isomer) 3.97 (3H, s, OCH3), 7.12-7.26 (2H, m, aromatics), 7.44-7.52 (1H, m, aromatic), 7.97 (1H, s, CH). Product: COC=1C=C2C(=NC=NC2=CC1OC)N1CCC(CC1)N1C(N(C2=CC=C(C=C2C1=O)OC)C)=O (3-[1-(6,7-Dimethoxy-4-quinazolinyl)-4-piperidinyl]-1,2,3,4-tetrahydro-6-methoxy-1-methyl-2,4-dioxoquinazoline). Reaction SMILES: [CH3:1][O:2]C1C=C2C(=CC=1OC)N=CN=C2N1CCC(N2C(=O)C3C(=CC=C(O)C=3)NC2=O)CC1.[CH3:34][O:35][C:36]1[CH:37]=[C:38]2[C:43](=[CH:44][C:45]=1[O:46][CH3:47])[N:42]=[CH:41][N:40]=[C:39]2[N:48]1[CH2:53][CH2:52][CH:51]([N:54]2[C:63](=[O:64])[C:62]3[C:57](=[CH:58][CH:59]=[C:60]([N+]([O-])=O)[CH:61]=3)[NH:56][C:55]2=[O:68])[CH2:50][CH2:49]1.[CH3:69]I.[H-].[Na+]>>[CH3:34][O:35][C:36]1[CH:37]=[C:38]2[C:43](=[CH:44][C:45]=1[O:46][CH3:47])[N:42]=[CH:41][N:40]=[C:39]2[N:48]1[CH2:53][CH2:52][CH:51]([N:54]2[C:63](=[O:64])[C:62]3[C:57](=[CH:58][CH:59]=[C:60]([O:2][CH3:1])[CH:61]=3)[N:56]([CH3:69])[C:55]2=[O:68])[CH2:50][CH2:49]1 |f:3.4|. The reactants are COC=1C=C2C(=NC=NC2=CC1OC)N1CCC(CC1)N1C(NC2=CC=C(C=C2C1=O)O)=O (3-[1-(6,7-dimethoxy-4-quinazolinyl)-4-piperidinyl]-1,2,3,4-tetrahydro-6-hydroxy-2,4-dioxoquinazoline), CI (methyl iodide), [H-].[Na+] (sodium hydride), COC=1C=C2C(=NC=NC2=CC1OC)N1CCC(CC1)N1C(NC2=CC=C(C=C2C1=O)O)=O (3-[1-(6,7-dimethoxy-4-quinazolinyl)-4-piperidinyl]-1,2,3,4-tetrahydro-6-hydroxy-2,4-dioxoquinazoline), COC=1C=C2C(=NC=NC2=CC1OC)N1CCC(CC1)N1C(NC2=CC=C(C=C2C1=O)[N+](=O)[O-])=O (3-[1-(6,7-dimethoxy-4-quinazolinyl)-4-piperidinyl]-1,2,3,4-tetrahydro-6-nitro-2,4-dioxoquinazoline). Isolated yield 74.0%. Reported procedure: The procedure similar to that described in Example 1 was repeated, except that 251.0 mg (0.56 mmol) of 3-[1-(6,7-dimethoxy-4-quinazolinyl)-4-piperidinyl]-1,2,3,4-tetrahydro-6-hydroxy-2,4-dioxoquinazoline (Compound 102) obtained in Reference Example 13 was used in place of Compound 24 and 3 equivalents of methyl iodide and 3 equivalents of sodium hydride were used. As a result, 197.2 mg (yield: 74%) of Compound 69 was obtained as white crystals. Starting materials: ClC1=C(C=CC(=C1)Cl)C=1N=C(C(=NC1CC)N[C@H]1[C@H](CC2=CC=CC=C12)O)CC ((1R,2S)-1-{[5-(2,4-dichlorophenyl)-3,6-diethylpyrazin-2-yl]amino}-2,3-dihydro-1H-inden-2-ol), BrC=1N=C(C(=NC1CC)N[C@@H]1CN(C[C@@H]1O)C(=O)OCC1=CC=CC=C1)CC (benzyl (3R,4S)-3-[(5-bromo-3,6-diethylpyrazin-2-yl)amino]-4-hydroxypyrrolidine-1-carboxylate). The product is ClC1=C(C=CC(=C1)Cl)C=1N=C(C(=NC1CC)N[C@@H]1CN(C[C@@H]1O)C(=O)OCC1=CC=CC=C1)CC (benzyl (3R,4S)-3-{[5-(2,4-dichlorophenyl)-3,6-diethylpyrazin-2-yl]amino}-4-hydroxypyrrolidine-1-carboxylate). Reaction SMILES: [Cl:1][C:2]1[CH:7]=[C:6]([Cl:8])[CH:5]=[CH:4][C:3]=1[C:9]1[N:10]=[C:11]([CH2:28][CH3:29])[C:12]([NH:17][C@@H:18]2C3C(=CC=CC=3)[CH2:20][C@@H:19]2[OH:27])=[N:13][C:14]=1[CH2:15][CH3:16].BrC1N=C(CC)C(N[C@H]2[C@@H](O)C[N:42]([C:46]([O:48][CH2:49][C:50]3[CH:55]=[CH:54][CH:53]=[CH:52][CH:51]=3)=[O:47])[CH2:41]2)=NC=1CC>>[Cl:1][C:2]1[CH:7]=[C:6]([Cl:8])[CH:5]=[CH:4][C:3]=1[C:9]1[N:10]=[C:11]([CH2:28][CH3:29])[C:12]([NH:17][C@H:18]2[C@@H:19]([OH:27])[CH2:20][N:42]([C:46]([O:48][CH2:49][C:50]3[CH:55]=[CH:54][CH:53]=[CH:52][CH:51]=3)=[O:47])[CH2:41]2)=[N:13][C:14]=1[CH2:15][CH3:16]. Procedure details: Following the procedure for the preparation of (1R,2S)-1-{[5-(2,4-dichlorophenyl)-3,6-diethylpyrazin-2-yl]amino}-2,3-dihydro-1H-inden-2-ol but substituting benzyl (3R,4S)-3-[(5-bromo-3,6-diethylpyrazin-2-yl)amino]-4-hydroxypyrrolidine-1-carboxylate and making non-critical variations provided the title compound as a oil: 1H NMR (400 MHz, CDCl3) δ) 7.49, 7.39-7.25, 5.18, 4.99, 4.89, 4.71, 4.55, 4.04, 3.75-3.58, 3.36, 2.69, 2.49, 1.30, 1.15; HRMS (FAB) calcd for C26H28Cl2N4O3+H 515.1616, found 515....